Dataset: the Open Reaction Database (ORD), a public repository of structured organic reaction records. Task: describe an organic reaction: reactants, conditions, products, and yield The reactants are C(=O)(C(F)(F)F)O (TFA), C(F)(F)(F)S(=O)(=O)O (TFMSA), ClC=1N(C=C2N(C(N(C(C21)=O)C)=O)CC(C)C)CC2=CC=C(C=C2)OC (5-chloro-1-isobutyl-6-(4-methoxybenzyl)-3-methyl-1H-pyrrolo[3,4-d]pyrimidine-2,4(3H,6H)-dione). Run in C(Cl)Cl (methylene chloride). Conditions: time 8 hour. Yields the product ClC=1NC=C2N(C(N(C(C21)=O)C)=O)CC(C)C (5-chloro-1-isobutyl-3-methyl-1H-pyrrolo[3,4-d]pyrimidine-2,4(3H,6H)-dione). Yield: 42.9%. As a reaction SMILES: [Cl:1][C:2]1[N:3](CC2C=CC(OC)=CC=2)[CH:4]=[C:5]2[C:10]=1[C:9](=[O:11])[N:8]([CH3:12])[C:7](=[O:13])[N:6]2[CH2:14][CH:15]([CH3:17])[CH3:16].C(O)(C(F)(F)F)=O.C(S(O)(=O)=O)(F)(F)F>C(Cl)Cl>[Cl:1][C:2]1[NH:3][CH:4]=[C:5]2[C:10]=1[C:9](=[O:11])[N:8]([CH3:12])[C:7](=[O:13])[N:6]2[CH2:14][CH:15]([CH3:17])[CH3:16]. Procedure: Crude 5-chloro-1-isobutyl-6-(4-methoxybenzyl)-3-methyl-1H-pyrrolo[3,4-d]pyrimidine-2,4(3H,6H)-dione (2.5 g) is dissolved in 5 mL of methylene chloride containing TFA (2 mL) and TFMSA (1.6 mL). The reaction mixture is stirred at room temperature overnight. After routine workup, the obtained crude product is purified by column chromatography to give 730 mg of product as gray solids. MS (ESI) m/z 256.1 [M+H]+.